The task is: describe an organic reaction: reactants, conditions, products, and yield. This data is from the Open Reaction Database (ORD), a public repository of structured organic reaction records. Reactants: C[S-].[Na+] (Sodium thiomethoxide), [N+](=O)([O-])C=1C=C([N+](=CC1)[O-])C1=NC=CC=C1 (4-Nitro-[2,2′]bipyridinyl 1-oxide), ice. Run in CN(C=O)C (dimethyl formamide). Run at temperature 50 celsius, time 2 hour. Product: CSC=1C=C([N+](=CC1)[O-])C1=NC=CC=C1 (4-methylsulfanyl-[2,2′]bipyridinyl 1-oxide). Isolated yield 21.6%. Reaction SMILES: [CH3:1][S-:2].[Na+].[N+]([C:7]1[CH:8]=[C:9]([C:14]2[CH:19]=[CH:18][CH:17]=[CH:16][N:15]=2)[N+:10]([O-:13])=[CH:11][CH:12]=1)([O-])=O>CN(C)C=O>[CH3:1][S:2][C:7]1[CH:8]=[C:9]([C:14]2[CH:19]=[CH:18][CH:17]=[CH:16][N:15]=2)[N+:10]([O-:13])=[CH:11][CH:12]=1 |f:0.1|. Procedure: Sodium thiomethoxide (1.06 g, 15.2 mmol) was added at 25° C. to 4-Nitro-[2,2′]bipyridinyl 1-oxide (3.0 g, 13.8 mmol) in dimethyl formamide (15 mL) and stirred for 2 hours at 50° C. The reaction mixture was added into ice (200 g) under vigorous stirring, the solid formed was filtered and washed with water (100 mL) and ether (100 mL), the filtrate was concentrated, diluted with water, extracted with dichloromethane (3×100 mL), dried with anhydrous sodium sulphate, filtered and concentrated under r... The reactants are FC(C1=CC=C(C=C1)OC=CC)(F)F (propenyl 4-trifluoromethylphenyl ether), S(O)(O)(=O)=O (sulphuric acid). Solvent: CO (methanol). Yields the product FC(C1=CC=C(C=C1)O)(F)F (4-trifluoromethylphenol). Isolated yield 69.5%. As a reaction SMILES: [F:1][C:2]([F:14])([F:13])[C:3]1[CH:8]=[CH:7][C:6]([O:9]C=CC)=[CH:5][CH:4]=1.S(=O)(=O)(O)O>CO>[F:1][C:2]([F:13])([F:14])[C:3]1[CH:4]=[CH:5][C:6]([OH:9])=[CH:7][CH:8]=1. Procedure: A mixture of 60.0 g of propenyl 4-trifluoromethylphenyl ether, 350 ml of methanol and aqueous sulphuric acid (20 ml 98% H2SO4 in 50 ml water) was refluxed for 4 hours. After dilution with 1200 ml water, the product was extracted twice with toluene. Removal of solvent and distillation of the residue gave 33.43 g of 4-trifluoromethylphenol, b.p.: 63°-64° C. at 6 Torr. Starting materials: C1CCOC1, CC1(C)CCCC(C)(C)N1, [Li]CCCC, CCC=O, O=c1cc(Nc2ccccc2)n(-c2ccccc2)c2nc(Cl)c(F)cc12. The product is CCC(O)c1c(F)c(Cl)nc2c1c(=O)cc(Nc1ccccc1)n2-c1ccccc1. As a reaction SMILES: [CH2:46]1[O:47][CH2:48][CH2:49][CH2:50]1.[CH3:27][C:28]1([CH3:29])[CH2:30][CH2:31][CH2:32][C:33]([CH3:34])([CH3:35])[NH:36]1.[CH3:37][CH2:38][CH2:39][CH2:40][Li:41].[CH:42]([CH2:43][CH3:44])=[O:45].[NH:1]([c:2]1[cH:3][cH:4][cH:5][cH:6][cH:7]1)[c:8]1[n:9](-[c:21]2[cH:22][cH:23][cH:24][cH:25][cH:26]2)[c:10]2[n:11][c:12]([Cl:20])[c:13]([F:19])[cH:14][c:15]2[c:16](=[O:18])[cH:17]1>>[NH:1]([c:2]1[cH:3][cH:4][cH:5][cH:6][cH:7]1)[c:8]1[n:9](-[c:21]2[cH:22][cH:23][cH:24][cH:25][cH:26]2)[c:10]2[n:11][c:12]([Cl:20])[c:13]([F:19])[c:14]([CH:42]([CH2:43][CH3:44])[OH:45])[c:15]2[c:16](=[O:18])[cH:17]1. Starting materials: CC(=O)N(C)C1CCc2ccccc2C(C)c2ccccc21, N#CC1=C(C#N)C(=O)C(Cl)=C(Cl)C1=O, c1ccccc1. The product is C=C1c2ccccc2CCC(N(C)C(C)=O)c2ccccc21. RXN SMILES: [C:1]([CH3:2])(=[O:3])[N:4]([CH3:5])[CH:6]1[CH2:7][CH2:8][c:9]2[c:10]([cH:19][cH:20][cH:21][cH:22]2)[CH:11]([CH3:18])[c:12]2[c:13]1[cH:14][cH:15][cH:16][cH:17]2.[Cl:23][C:24]1=[C:35]([Cl:36])[C:33](=[O:34])[C:30]([C:31]#[N:32])=[C:27]([C:28]#[N:29])[C:25]1=[O:26].[cH:37]1[cH:38][cH:39][cH:40][cH:41][cH:42]1>>[C:1]([CH3:2])(=[O:3])[N:4]([CH3:5])[CH:6]1[CH2:7][CH2:8][c:9]2[c:10]([cH:19][cH:20][cH:21][cH:22]2)[C:11](=[CH2:18])[c:12]2[c:13]1[cH:14][cH:15][cH:16][cH:17]2. Reactants: [BH3-]C#N, CCCN(CCC)Cc1ccc(NC(=O)c2ccc(CNCc3nccn3C)cc2)cc1, CCc1ccc(C=O)nc1, CC(=O)O, CO, [Na+]. The product is CCCN(CCC)Cc1ccc(NC(=O)c2ccc(CN(Cc3ccc(CC)cn3)Cc3nccn3C)cc2)cc1. As a reaction SMILES: [C:33]([BH3-:34])#[N:35].[CH2:1]([CH2:2][CH3:3])[N:4]([CH2:5][CH2:6][CH3:7])[CH2:8][c:9]1[cH:10][cH:11][c:12]([NH:15][C:16]([c:17]2[cH:18][cH:19][c:20]([CH2:23][NH:24][CH2:25][c:26]3[n:27]([CH3:31])[cH:28][cH:29][n:30]3)[cH:21][cH:22]2)=[O:32])[cH:13][cH:14]1.[CH2:41]([CH3:42])[c:43]1[cH:44][cH:45][c:46]([CH:49]=[O:50])[n:47][cH:48]1.[CH3:37][C:38](=[O:39])[OH:40].[CH3:51][OH:52].[Na+:36]>>[CH2:1]([CH2:2][CH3:3])[N:4]([CH2:5][CH2:6][CH3:7])[CH2:8][c:9]1[cH:10][cH:11][c:12]([NH:15][C:16]([c:17]2[cH:18][cH:19][c:20]([CH2:23][N:24]([CH2:25][c:26]3[n:27]([CH3:31])[cH:28][cH:29][n:30]3)[CH2:49][c:46]3[cH:45][cH:44][c:43]([CH2:41][CH3:42])[cH:48][n:47]3)[cH:21][cH:22]2)=[O:32])[cH:13][cH:14]1. The reactants are C(C)(C)(C)OC(=O)N([C@@H]1CC[C@H](CC1)C(C(=O)N[C@@H](CC=1C(=C(C(=O)OC(C)(C)C)C=CC1)OC)B1OC2(C3C(C(CC2O1)C3)(C)C)C)CO)CCN(C)C(=O)OC(C)(C)C (tert-butyl 3-((2R)-2-(2-(trans-4-(tert-butoxycarbonyl(2-(tert-butoxycarbonyl(methyl)amino)ethyl)amino)cyclohexyl)-3-hydroxypropanamido)-2-(2,9,9-trimethyl-3,5-dioxa-4-bora-tricyclo[6.1.1.02,6]dec-4-yl)ethyl)-2-methoxybenzoate), B(Cl)(Cl)Cl (BCl3). Yields the product OB1OC2=C(C[C@@H]1NC(C(CO)[C@@H]1CC[C@H](CC1)NCCNC)=O)C=CC=C2C(=O)O ((R)-2-hydroxy-3-(3-hydroxy-2-(trans-4-(2-(methylamino)ethylamino)cyclohexyl)propanamido)-3,4-dihydro-2H-benzo[e][1,2]oxaborinine-8-carboxylic acid). RXN SMILES: C(OC([N:8]([CH2:51][CH2:52][N:53]([C:55](OC(C)(C)C)=O)C)[C@H:9]1[CH2:14][CH2:13][C@H:12]([CH:15]([CH2:49][OH:50])[C:16]([NH:18][C@H:19]([B:36]2[O:44]C3C(C)(C4CC(C3)C4(C)C)[O:37]2)[CH2:20][C:21]2[C:22](OC)=[C:23]([CH:31]=[CH:32][CH:33]=2)[C:24]([O:26]C(C)(C)C)=[O:25])=[O:17])[CH2:11][CH2:10]1)=O)(C)(C)C.B(Cl)(Cl)Cl>>[OH:37][B:36]1[C@@H:19]([NH:18][C:16](=[O:17])[CH:15]([C@H:12]2[CH2:13][CH2:14][C@H:9]([NH:8][CH2:51][CH2:52][NH:53][CH3:55])[CH2:10][CH2:11]2)[CH2:49][OH:50])[CH2:20][C:21]2[CH:33]=[CH:32][CH:31]=[C:23]([C:24]([OH:26])=[O:25])[C:22]=2[O:44]1. Procedure details: Prepared from tert-butyl 3-((2R)-2-(2-(trans-4-(tert-butoxycarbonyl(2-(tert-butoxycarbonyl(methyl)amino)ethyl)amino)cyclohexyl)-3-hydroxypropanamido)-2-(2,9,9-trimethyl-3,5-dioxa-4-bora-tricyclo[6.1.1.02,6]dec-4-yl)ethyl)-2-methoxybenzoate and BCl3 following the procedure described in Step 2 of Example 1. The crude product was purified by reverse phase preparative HPLC and dried using lyophilization. ESI-MS m/z 434 (MH)+. Isolated yield 80.3%. Reported procedure: Acetic anhydride (400 ml.) was added to 116 g of 2,3,3',4'-biphenyltetracarboxylic acid having a melting point of 195° to 205°C., and the mixture was heated under reflux for 4 hours. The mixture was cooled, and allowed to stand. The crystals formed were filtered to provide 83 g (yield 80% of theoretical) of 2,3,3',4'-biphenyltetracarboxylic dianhydride having a melting point of 196° to 204°C. By further concentration of the filtrate, 17 g (16%) of 2,3,3',4'-biphenyltetracarboxylic dianhydride wa... The solvent is C(C)(=O)OC(C)=O (Acetic anhydride). The product is C1=CC(=C2C(=C1)C(=O)OC2=O)C3=CC4=C(C=C3)C(=O)OC4=O (2,3,3',4'-biphenyltetracarboxylic dianhydride). Reactants: C1(=C(C(=CC=C1)C(=O)O)C(=O)O)C1=CC(=C(C=C1)C(=O)O)C(=O)O (2,3,3',4'-biphenyltetracarboxylic acid). RXN SMILES: [C:1]1([C:13]2[CH:18]=[CH:17][C:16]([C:19]([OH:21])=[O:20])=[C:15]([C:22]([OH:24])=O)[CH:14]=2)[CH:6]=[CH:5][CH:4]=[C:3]([C:7](O)=[O:8])[C:2]=1[C:10]([OH:12])=[O:11]>C(OC(=O)C)(=O)C>[CH:5]1[CH:4]=[C:3]2[C:7]([O:11][C:10](=[O:12])[C:2]2=[C:1]([C:13]2[CH:18]=[CH:17][C:16]3[C:19]([O:21][C:22](=[O:24])[C:15]=3[CH:14]=2)=[O:20])[CH:6]=1)=[O:8].